Task: describe an organic reaction: reactants, conditions, products, and yield. Dataset: the Open Reaction Database (ORD), a public repository of structured organic reaction records Starting materials: C(C)OP(=O)(/C=C/C(=O)OC)CCCCC1=CC=CC=C1 ((E)-3-[Ethoxy(4-phenylbutyl)phosphinyl]-2-propenoic acid, methyl ester), stainless steel. Solvent: C1(=CC=CC=C1)C (toluene). Reaction conditions: temperature -78 celsius. Yields the product C(C)OP(=O)([C@@H]1CC=CC[C@H]1C(=O)OC)CCCCC1=CC=CC=C1 (trans-6-[ethoxy(4-phenylbutyl)phosphinyl]-3-cyclohexene-1-carboxylic acid, methyl ester). Isolated yield 118.9%. Reaction SMILES: [CH2:1]([O:3][P:4]([CH2:12][CH2:13][CH2:14][CH2:15][C:16]1[CH:21]=[CH:20][CH:19]=[CH:18][CH:17]=1)(/[CH:6]=[CH:7]/[C:8]([O:10][CH3:11])=[O:9])=[O:5])[CH3:2]>C1(C)C=CC=CC=1>[CH2:1]([O:3][P:4]([CH2:12][CH2:13][CH2:14][CH2:15][C:16]1[CH:17]=[CH:18][CH:19]=[CH:20][CH:21]=1)([C@H:6]1[C@H:7]([C:8]([O:10][CH3:11])=[O:9])[CH2:15][CH:14]=[CH:13][CH2:12]1)=[O:5])[CH3:2]. Procedure details: A solution of the title compound from Example 1A (3.72 g, 12.0 mmols) in a minimum amount of toluene (ca 5 ml) was transferred to a 25×150 mm glass tube which served as a liner of a stainless steel Parr pressure bomb. The bomb and its contained tube were cooled to -78° C. and a stream of butadiene was bubbled through the mixture until the glass tube was nearly full. The pressure bomb was then quickly sealed and allowed to warm to room temperature. The bomb and its contents were then heated to 10... The reactants are N(=NC(=O)OCC)C(=O)OCC (Diethyl azodicarboxylate), ClCCl (dichloromethane), C(C)(C)(C)OC(=O)NS(=O)(=O)NCCCCCCCCCC1C(COC2=CC(=CC=C12)OCOC)(C)C1=CC=C(C=C1)OCOC (4-[9-(N-t-butyloxycarbonylaminosulfonylamino)nonyl]-7-methoxymethoxy-3-(4-methoxymethoxyphenyl)-3-methylchroman), FC(CCCO)(C(F)(F)F)F (4,4,5,5,5-pentafluoropentyl alcohol), C1(=CC=CC=C1)P(C1=CC=CC=C1)C1=CC=CC=C1 (triphenylphosphine), ClCCl (dichloromethane). The solvent is CCCCCC (n-hexane), C(C)(=O)OCC (ethyl acetate). Conditions: time 8 hour. Yields the product C(C)(C)(C)OC(=O)N(S(=O)(=O)NCCCC(C(F)(F)F)(F)F)CCCCCCCCCC1C(COC2=CC(=CC=C12)OCOC)(C)C1=CC=C(C=C1)OCOC (4-[9-(N-t-butyloxycarbonyl-N-4,4,5,5,5-pentafluoropentylaminosulfonylamino)nonyl]-7-methoxymethoxy-3-(4-methoxymethoxyphenyl)-3-methylchroman). Isolated yield 67.0%. RXN SMILES: C(OC([NH:8][S:9]([NH:12][CH2:13][CH2:14][CH2:15][CH2:16][CH2:17][CH2:18][CH2:19][CH2:20][CH2:21][CH:22]1[C:31]2[C:26](=[CH:27][C:28]([O:32][CH2:33][O:34][CH3:35])=[CH:29][CH:30]=2)[O:25][CH2:24][C:23]1([C:37]1[CH:42]=[CH:41][C:40]([O:43][CH2:44][O:45][CH3:46])=[CH:39][CH:38]=1)[CH3:36])(=[O:11])=[O:10])=O)(C)(C)C.[F:47][C:48]([F:57])([C:53]([F:56])([F:55])[F:54])[CH2:49][CH2:50][CH2:51]O.C1(P([C:71]2[CH:76]=[CH:75]C=CC=2)C2C=CC=CC=2)C=CC=CC=1.N(C(OCC)=O)=N[C:79]([O:81]CC)=[O:80].Cl[CH2:90]Cl>C(OCC)(=O)C.CCCCCC>[C:76]([O:81][C:79]([N:12]([CH2:13][CH2:14][CH2:15][CH2:16][CH2:17][CH2:18][CH2:19][CH2:20][CH2:21][CH:22]1[C:31]2[C:26](=[CH:27][C:28]([O:32][CH2:33][O:34][CH3:35])=[CH:29][CH:30]=2)[O:25][CH2:24][C:23]1([C:37]1[CH:42]=[CH:41][C:40]([O:43][CH2:44][O:45][CH3:46])=[CH:39][CH:38]=1)[CH3:36])[S:9]([NH:8][CH2:51][CH2:50][CH2:49][C:48]([F:57])([F:47])[C:53]([F:56])([F:55])[F:54])(=[O:10])=[O:11])=[O:80])([CH3:75])([CH3:71])[CH3:90]. Reported procedure: To a solution of 4-[9-(N-t-butyloxycarbonylaminosulfonylamino)nonyl]-7-methoxymethoxy-3-(4-methoxymethoxyphenyl)-3-methylchroman (5 7 mg, 0.088 mmol) in dichloromethane (2 ml) were added 4,4,5,5,5-pentafluoropentyl alcohol (15.6 mg, 0.088 mmol) and triphenylphosphine (23 mg, 0.088 mmol) at room temperature. Diethyl azodicarboxylate in dichloromethane (1 ml) was added dropwise to the reaction mixture at the same temperature until the color of the reaction solution turned to yellow, which was then... Starting materials: C(C)OC(=O)C=1C2=C(C(=NC1)N)C(=CS2)COC2=CC(=CC=C2)C=2N=NN(N2)C (4-amino-3-[3-(2-methyl-2H-tetrazol-5-yl)-phenoxymethyl]-thieno[3,2-c]pyridine-7-carboxylic acid ethyl ester), C(O)CN (ethanolamine). The solvent is CS(=O)C (dimethylsulfoxide). Conditions: temperature 160 celsius. The product is OCCNC(=O)C=1C2=C(C(=NC1)N)C(=CS2)COC2=CC(=CC=C2)C=2N=NN(N2)C (4-amino-3-[3-(2-methyl-2H-tetrazol-5-yl)-phenoxymethyl]-thieno[3,2-c]pyridine-7-carboxylic acid (2-hydroxy-ethyl)-amide). As a reaction SMILES: C(O[C:4]([C:6]1[C:7]2[S:15][CH:14]=[C:13]([CH2:16][O:17][C:18]3[CH:23]=[CH:22][CH:21]=[C:20]([C:24]4[N:25]=[N:26][N:27]([CH3:29])[N:28]=4)[CH:19]=3)[C:8]=2[C:9]([NH2:12])=[N:10][CH:11]=1)=[O:5])C.[CH2:30]([CH2:32][NH2:33])[OH:31]>CS(C)=O>[OH:31][CH2:30][CH2:32][NH:33][C:4]([C:6]1[C:7]2[S:15][CH:14]=[C:13]([CH2:16][O:17][C:18]3[CH:23]=[CH:22][CH:21]=[C:20]([C:24]4[N:25]=[N:26][N:27]([CH3:29])[N:28]=4)[CH:19]=3)[C:8]=2[C:9]([NH2:12])=[N:10][CH:11]=1)=[O:5]. Procedure: A solution of 4-amino-3-[3-(2-methyl-2H-tetrazol-5-yl)-phenoxymethyl]-thieno[3,2-c]pyridine-7-carboxylic acid ethyl ester (0.050 g, 0.12 mmol) (from Example 32 supra) in dimethylsulfoxide (0.5 mL) was treated with ethanolamine (1.5 mL) (Aldrich) and heated at 160° C. for 2 hours in a microwave reactor. The precipitate was filtered, washed with methanol and dried to give 4-amino-3-[3-(2-methyl-2H-tetrazol-5-yl)-phenoxymethyl]-thieno[3,2-c]pyridine-7-carboxylic acid (2-hydroxy-ethyl)-amide as a wh... The reactants are Cn1ncc2cc(Oc3ncccc3C#N)ccc21, CO, Cl, [OH-], [OH-], [Pd+2]. Yields the product Cn1ncc2cc(Oc3ncccc3CN)ccc21. Reaction SMILES: [CH3:1][n:2]1[n:3][cH:4][c:5]2[cH:6][c:7]([O:11][c:12]3[c:13]([C:14]#[N:15])[cH:16][cH:17][cH:18][n:19]3)[cH:8][cH:9][c:10]12.[CH3:21][OH:22].[ClH:20].[OH-:23].[OH-:24].[Pd+2:25]>>[CH3:1][n:2]1[n:3][cH:4][c:5]2[cH:6][c:7]([O:11][c:12]3[c:13]([CH2:14][NH2:15])[cH:16][cH:17][cH:18][n:19]3)[cH:8][cH:9][c:10]12. Reactants: C1CO1, [H-], [Na+], C1CCOC1, c1ccc2c(c1)[nH]c1ccccc12. The product is OCCn1c2ccccc2c2ccccc21. Reaction SMILES: [CH2:16]1[CH2:17][O:18]1.[H-:14].[Na+:15].[O:19]1[CH2:20][CH2:21][CH2:22][CH2:23]1.[cH:1]1[cH:2][cH:3][cH:4][c:5]2[c:6]3[cH:7][cH:8][cH:9][cH:10][c:11]3[nH:12][c:13]12>>[cH:1]1[cH:2][cH:3][cH:4][c:5]2[c:6]3[cH:7][cH:8][cH:9][cH:10][c:11]3[n:12]([CH2:16][CH2:17][OH:18])[c:13]12. The reactants are ClC1=C(C(=CC=C1)C)S(=O)(=O)N(CCO)C1CC1 (2-chloro-N-cyclopropyl-N-(2-hydroxyethyl)-6-methylbenzenesulfonamide), [OH-].[Na+] (sodium hydroxide), BrCC(=O)OC(C)(C)C (tert-Butyl 2-bromoacetate). Reagents/catalysts: [Cl-].C(CCC)[N+](CCCC)(CCCC)CCCC (tetrabutylammonium chloride). Run in ClCCl (dichloromethane), ClCCl (dichloromethane). Conditions: time 16 hour. Yields the product ClC1=C(C(=CC=C1)C)S(=O)(=O)N(C1CC1)CCOCC(=O)OC(C)(C)C (tert-Butyl 2-(2-(2-chloro-N-cyclopropyl-6-methylphenylsulfonamido)-ethoxy)acetate). Yield: 70.0%. Reaction SMILES: [Cl:1][C:2]1[CH:7]=[CH:6][CH:5]=[C:4]([CH3:8])[C:3]=1[S:9]([N:12]([CH:16]1[CH2:18][CH2:17]1)[CH2:13][CH2:14][OH:15])(=[O:11])=[O:10].[OH-].[Na+].Br[CH2:22][C:23]([O:25][C:26]([CH3:29])([CH3:28])[CH3:27])=[O:24]>ClCCl.[Cl-].C([N+](CCCC)(CCCC)CCCC)CCC>[Cl:1][C:2]1[CH:7]=[CH:6][CH:5]=[C:4]([CH3:8])[C:3]=1[S:9]([N:12]([CH2:13][CH2:14][O:15][CH2:22][C:23]([O:25][C:26]([CH3:29])([CH3:28])[CH3:27])=[O:24])[CH:16]1[CH2:18][CH2:17]1)(=[O:11])=[O:10] |f:1.2,5.6|. Procedure: To a cold solution of 2-chloro-N-cyclopropyl-N-(2-hydroxyethyl)-6-methylbenzenesulfonamide (1 eq.) in dichloromethane (15 ml) was added tetrabutylammonium chloride (0.1 eq.) and 35% sodium hydroxide solution (15 ml) at 0° C. tert-Butyl 2-bromoacetate (1.2 eq.) was added dropwise to this cold reaction mixture maintaining the same temperature. After addition was complete, the reaction mixture was stirred at room temperature for 16 h (monitored by TLC). It was diluted with dichloromethane and the o... Starting materials: Cl.COC([C@@H](N)C)=O (L-alanine methyl ester hydrochloride), N[C@@H](CCC(N)=O)C(=O)O (L-glutamine), C(CN(CC(=O)O)CC(=O)O)N(CC(=O)O)CC(=O)O (EDTA). Run in B([O-])([O-])[O-] (borate). Yields the product N[C@@H](C)C(=O)N[C@@H](CCC(N)=O)C(=O)O (L-alanyl-L-glutamine). As a reaction SMILES: Cl.C[O:3][C:4](=O)[C@H:5]([CH3:7])[NH2:6].[NH2:9][C@H:10]([C:16]([OH:18])=[O:17])[CH2:11][CH2:12][C:13](=[O:15])[NH2:14].C(N(CC(O)=O)CC(O)=O)CN(CC(O)=O)CC(O)=O>B([O-])([O-])[O-]>[NH2:6][C@H:5]([C:4]([NH:9][C@H:10]([C:16]([OH:18])=[O:17])[CH2:11][CH2:12][C:13](=[O:15])[NH2:14])=[O:3])[CH3:7] |f:0.1|. Procedure: 3 μl of the same enzyme fraction as used in Example 5 was added to 100 μl of 100 mM borate buffer (pH 9.0) containing 100 mM L-alanine methyl ester hydrochloride, 200 mM L-glutamine and 10 mM EDTA, and allowed to react at 18° C. As a result, as shown in FIG. 3, 83 mM L-alanyl-L-glutamine (L-Ala-L-Gln) was formed in the case of an enzyme-added lot, and the concentration of by-product L-Ala-L-Ala-L-Gln was 1.3 mM. On the other hand, there was scarcely any production of L-Ala-L-Gln observed in an e... The reactants are C([O-])([O-])=O.[Ca+2] (calcium carbonate), ClC=1N=CN(C1)C1=C(C=C(C=C1)NC1=NN2C(=N1)C1(SCCCS1)CCCC2)OC (N-(4-(4-chloro-1H-imidazol-1-yl)-3-methoxyphenyl)-5,6,7,8-tetrahydrospiro[[1,2,4]triazolo[1,5-a]azepine-9,2′-[1,3]dithian]-2-amine). Reagents/catalysts: [Hg](Cl)Cl (mercury(II) chloride). Solvent: CCOC(=O)C (EtOAc), C(C)#N (acetonitrile), O (water). Conditions: temperature 100 celsius, time 6 hour. The product is ClC=1N=CN(C1)C1=C(C=C(C=C1)NC1=NN2C(C(CCCC2)=O)=N1)OC (2-(4-(4-chloro-1H-imidazol-1-yl)-3-methoxyphenylamino)-7,8-dihydro-5H-[1,2,4]triazolo[1,5-a]azepin-9(6H)-one). Yield: 43.4%. RXN SMILES: [Cl:1][C:2]1[N:3]=[CH:4][N:5]([C:7]2[CH:12]=[CH:11][C:10]([NH:13][C:14]3[N:18]=[C:17]4[C:19]5([CH2:25][CH2:26][CH2:27][CH2:28][N:16]4[N:15]=3)SCCCS5)=[CH:9][C:8]=2[O:29][CH3:30])[CH:6]=1.C(=O)([O-])[O-:32].[Ca+2]>C(#N)C.O.CCOC(C)=O.[Hg](Cl)Cl>[Cl:1][C:2]1[N:3]=[CH:4][N:5]([C:7]2[CH:12]=[CH:11][C:10]([NH:13][C:14]3[N:18]=[C:17]4[C:19](=[O:32])[CH2:25][CH2:26][CH2:27][CH2:28][N:16]4[N:15]=3)=[CH:9][C:8]=2[O:29][CH3:30])[CH:6]=1 |f:1.2|. Reported procedure: To a suspension of N-(4-(4-chloro-1H-imidazol-1-yl)-3-methoxyphenyl)-5,6,7,8-tetrahydrospiro[[1,2,4]triazolo[1,5-a]azepine-9,2′-[1,3]dithian]-2-amine (80 mg, 0.173 mmol) in acetonitrile (1.5 mL) and water (0.4 mL) was added calcium carbonate (51.9 mg, 0.518 mmol) and mercury(II) chloride (141 mg, 0.518 mmol). The mixture was stirred at 80° C. for 5 h and at 100° C. for 6 h. The crude reaction was diluted with EtOAc (150 mL) and washed with aqueous solution of ammonium acetate. The organic layer ...